Dataset: the Open Reaction Database (ORD), a public repository of structured organic reaction records. Task: describe an organic reaction: reactants, conditions, products, and yield Starting materials: BrC1=NC=CC=N1 (2-bromopyrimidine), BrC1=NC=C(C=C1)B(O)O (2-bromopyridine-5-boronic acid), C([O-])([O-])=O.[Cs+].[Cs+] (cesium carbonate). Reagents/catalysts: C=1C=CC(=CC1)[P](C=2C=CC=CC2)(C=3C=CC=CC3)[Pd]([P](C=4C=CC=CC4)(C=5C=CC=CC5)C=6C=CC=CC6)([P](C=7C=CC=CC7)(C=8C=CC=CC8)C=9C=CC=CC9)[P](C=1C=CC=CC1)(C=1C=CC=CC1)C=1C=CC=CC1 (tetrakis(triphenylphosphine)palladium(0)). The solvent is CCOC(=O)C (EtOAc), O (water), CO.C1(=CC=CC=C1)C.O (MeOH toluene water). Yields the product BrC1=CC=C(C=N1)C1=NC=CC=N1 (2-(6-Bromo-pyridin-3-yl)-pyrimidine). Reaction SMILES: Br[C:2]1[N:7]=[CH:6][CH:5]=[CH:4][N:3]=1.[Br:8][C:9]1[CH:14]=[CH:13][C:12](B(O)O)=[CH:11][N:10]=1.C(=O)([O-])[O-].[Cs+].[Cs+]>CO.C1(C)C=CC=CC=1.O.CCOC(C)=O.O.C1C=CC([P]([Pd]([P](C2C=CC=CC=2)(C2C=CC=CC=2)C2C=CC=CC=2)([P](C2C=CC=CC=2)(C2C=CC=CC=2)C2C=CC=CC=2)[P](C2C=CC=CC=2)(C2C=CC=CC=2)C2C=CC=CC=2)(C2C=CC=CC=2)C2C=CC=CC=2)=CC=1>[Br:8][C:9]1[N:10]=[CH:11][C:12]([C:2]2[N:7]=[CH:6][CH:5]=[CH:4][N:3]=2)=[CH:13][CH:14]=1 |f:2.3.4,5.6.7,^1:44,46,65,84|. Procedure details: A mixture of 2-bromopyrimidine (0.43 g, 2.70 mmol), 2-bromopyridine-5-boronic acid (0.55 g, 2.72 mmol), tetrakis(triphenylphosphine)palladium(0) (300 mg, 0.259 mmol), cesium carbonate (1.15 g, 3.03 mmol) was stirred in MeOH/toluene/water (15 ml, 1/1/1) at reflux temperature overnight. The reaction was cooled to room temperature and diluted with EtOAc (200 ml) and water (50 ml). The organic layer was separated, dried over MgSO4, filtered and solvent evaporated yielding a residue which was purifie... The reactants are NC(=O)CCC(=O)NBr, CCNC(=O)Nc1cc(-c2cncc(F)c2)ccn1, CN(C)C=O. The product is CCNC(=O)Nc1cc(-c2cncc(F)c2)c(Br)cn1. RXN SMILES: [Br:20][NH:21][C:22](=[O:23])[CH2:24][CH2:25][C:26]([NH2:27])=[O:28].[CH2:1]([CH3:2])[NH:3][C:4](=[O:5])[NH:6][c:7]1[n:8][cH:9][cH:10][c:11](-[c:13]2[cH:14][n:15][cH:16][c:17]([F:19])[cH:18]2)[cH:12]1.[O:29]=[CH:30][N:31]([CH3:32])[CH3:33]>>[CH2:1]([CH3:2])[NH:3][C:4](=[O:5])[NH:6][c:7]1[n:8][cH:9][c:10]([Br:20])[c:11](-[c:13]2[cH:14][n:15][cH:16][c:17]([F:19])[cH:18]2)[cH:12]1. Reactants: FC1=CC=C(C(=O)C2=CC=C(C=C2)OC(C(C(F)(F)F)F)(F)OC2=CC(=CC=C2)OC)C=C1 (4-fluoro-4'-(1-(3-methoxyphenoxy)-1,2,3,3,3-pentafluoro-propoxy)benzophenone), C([O-])([O-])=O.[K+].[K+] (potassium carbonate), C1(=CC=CC=C1)S (thiophenol). Run in CN(C=O)C (dimethylformamide). Yields the product C1(=CC=CC=C1)SC1=CC=C(C(=O)C2=CC=C(C=C2)OC(C(C(F)(F)F)F)(F)OC2=CC(=CC=C2)OC)C=C1 (4-phenylthio-4'-(1-(3-methoxyphenoxy)-1,2,3,3,3-pentafluoropropoxy)benzophenone). As a reaction SMILES: F[C:2]1[CH:33]=[CH:32][C:5]([C:6]([C:8]2[CH:13]=[CH:12][C:11]([O:14][C:15]([O:23][C:24]3[CH:29]=[CH:28][CH:27]=[C:26]([O:30][CH3:31])[CH:25]=3)([F:22])[CH:16]([F:21])[C:17]([F:20])([F:19])[F:18])=[CH:10][CH:9]=2)=[O:7])=[CH:4][CH:3]=1.C(=O)([O-])[O-].[K+].[K+].[C:40]1([SH:46])[CH:45]=[CH:44][CH:43]=[CH:42][CH:41]=1>CN(C)C=O>[C:40]1([S:46][C:2]2[CH:3]=[CH:4][C:5]([C:6]([C:8]3[CH:13]=[CH:12][C:11]([O:14][C:15]([O:23][C:24]4[CH:29]=[CH:28][CH:27]=[C:26]([O:30][CH3:31])[CH:25]=4)([F:22])[CH:16]([F:21])[C:17]([F:19])([F:20])[F:18])=[CH:10][CH:9]=3)=[O:7])=[CH:32][CH:33]=2)[CH:45]=[CH:44][CH:43]=[CH:42][CH:41]=1 |f:1.2.3|. Procedure: 33 g 4-fluoro-4'-(1-(3-methoxyphenoxy)-1,2,3,3,3-pentafluoro-propoxy)benzophenone, 10 g potassium carbonate, 7.7 g thiophenol, and 100 ml dimethylformamide were stirred together for eight hours at 100° C., then allowed to cool to room temperature. After cooling, the solids were removed from the mixture by filtration, and the low boilers were removed by distillation at 200° C./0.5 mm Hg. The resulting product was distilled at 240°-300° C./0.5 mm Hg. NMR spectra and gas chromatography confirmed th... The reactants are NC1=C(C(=O)NC2=C(C=CC(=C2)C(=O)NC2CC2)C)C=C(C=C1)OCC(=C)C (2-amino-N-{5-[(cyclopropylamino)carbonyl]-2-methylphenyl}-5-[(2-methylprop-2-en-1-yl)oxy]benzamide), C(C)OC(OCC)OCC (triethylorthoformate), C(C)(=O)O (acetic acid). Run in C(C)O (ethanol). Product: C1(CC1)NC(C1=CC(=C(C=C1)C)N1C=NC2=CC=C(C=C2C1=O)OCC(=C)C)=O (N-cyclopropyl-4-methyl-3-[6-[(2-methylprop-2-en-1-yl)oxy]-4-oxoquinazolin-3(4H)-yl]benzamide). Reaction SMILES: [NH2:1][C:2]1[CH:23]=[CH:22][C:21]([O:24][CH2:25][C:26]([CH3:28])=[CH2:27])=[CH:20][C:3]=1[C:4]([NH:6][C:7]1[CH:12]=[C:11]([C:13]([NH:15][CH:16]2[CH2:18][CH2:17]2)=[O:14])[CH:10]=[CH:9][C:8]=1[CH3:19])=[O:5].[CH2:29](OC(OCC)OCC)C.C(O)(=O)C>C(O)C>[CH:16]1([NH:15][C:13](=[O:14])[C:11]2[CH:10]=[CH:9][C:8]([CH3:19])=[C:7]([N:6]3[C:4](=[O:5])[C:3]4[C:2](=[CH:23][CH:22]=[C:21]([O:24][CH2:25][C:26]([CH3:28])=[CH2:27])[CH:20]=4)[N:1]=[CH:29]3)[CH:12]=2)[CH2:17][CH2:18]1. Reported procedure: A solution of 2-amino-N-{5-[(cyclopropylamino)carbonyl]-2-methylphenyl}-5-[(2-methylprop-2-en-1-yl)oxy]benzamide (3.6 g), triethylorthoformate (4.6 ml) and acetic acid (0.6 ml) in ethanol (50 ml) was heated at reflux for 18 hours. The reaction was cooled to room temperature and concentrated. The residue was partitioned between aqueous potassium carbonate solution (50 ml) and ethyl acetate (200 ml). The organic extracts were washed with brine (100 ml), dried (magnesium sulfate) and concentrated t... The reactants are CC(C)(C)OC(=O)n1nc(-c2c(Br)c3ccc(O[Si](C)(C)C(C)(C)C)cc3n2C(=O)OC(C)(C)C)c2sccc21, CCCC[N+](CCCC)(CCCC)CCCC, [F-], C1CCOC1. Reaction SMILES: [C:1]([CH3:2])([CH3:3])([CH3:4])[O:5][C:6](=[O:7])[n:8]1[c:9](-[c:26]2[c:27]3[c:28]([n:29]([C:31](=[O:32])[O:33][C:34]([CH3:35])([CH3:36])[CH3:37])[n:30]2)[cH:38][cH:39][s:40]3)[c:10]([Br:25])[c:11]2[cH:12][cH:13][c:14]([O:17][Si:18]([C:19]([CH3:20])([CH3:21])[CH3:22])([CH3:23])[CH3:24])[cH:15][c:16]12.[CH2:42]([N+:43]([CH2:44][CH2:45][CH2:46][CH3:47])([CH2:48][CH2:49][CH2:50][CH3:51])[CH2:52][CH2:53][CH2:54][CH3:55])[CH2:56][CH2:57][CH3:58].[F-:41].[O:59]1[CH2:60][CH2:61][CH2:62][CH2:63]1>>[C:1]([CH3:2])([CH3:3])([CH3:4])[O:5][C:6](=[O:7])[n:8]1[c:9](-[c:26]2[c:27]3[c:28]([n:29]([C:31](=[O:32])[O:33][C:34]([CH3:35])([CH3:36])[CH3:37])[n:30]2)[cH:38][cH:39][s:40]3)[c:10]([Br:25])[c:11]2[cH:12][cH:13][c:14]([OH:17])[cH:15][c:16]12. The product is CC(C)(C)OC(=O)n1nc(-c2c(Br)c3ccc(O)cc3n2C(=O)OC(C)(C)C)c2sccc21. Reactants: OCCC1SC2=C(N(C=C1)S(=O)(=O)C1=CC=C(C=C1)NC(C)=O)C=CC=C2 (2-(2-Hydroxyethyl)-5-(4-acetamidobenzenesulfonyl)-1,5-benzothiazepine), C(=O)(O)[O-].[Na+] (NaHCO3). Run in Cl.CO (HCl MeOH). The product is OCCC1SC2=C(N(C=C1)S(=O)(=O)C1=CC=C(C=C1)N)C=CC=C2 (2-(2-Hydroxyethyl)-5-(4-aminobenzenesulfonyl)-1,5-benzothiazepine). Isolated yield 92.0%. As a reaction SMILES: [OH:1][CH2:2][CH2:3][CH:4]1[CH:10]=[CH:9][N:8]([S:11]([C:14]2[CH:19]=[CH:18][C:17]([NH:20]C(=O)C)=[CH:16][CH:15]=2)(=[O:13])=[O:12])[C:7]2[CH:24]=[CH:25][CH:26]=[CH:27][C:6]=2[S:5]1.C([O-])(O)=O.[Na+]>Cl.CO>[OH:1][CH2:2][CH2:3][CH:4]1[CH:10]=[CH:9][N:8]([S:11]([C:14]2[CH:19]=[CH:18][C:17]([NH2:20])=[CH:16][CH:15]=2)(=[O:13])=[O:12])[C:7]2[CH:24]=[CH:25][CH:26]=[CH:27][C:6]=2[S:5]1 |f:1.2,3.4|. Procedure: 2-(2-Hydroxyethyl)-5-(4-acetamidobenzenesulfonyl)-1,5-benzothiazepine as prepared in Example 24 was dissolved in a 10% HCl/MeOH (100 ml) solution and stirred at reflux for 2½ hours. The mixture was cooled and a saturated NaHCO3 solution 160 ml) was added. The methanol was removed under reduced pressure and the aqueous mixture extracted with EtOAc (2×80 ml). The combined EtOAc extracts were dried (MgSO4), filtered and evaporated in vacuo to give the desired product as a solid (2.4 g,92%) m.p. 145...